This data is from the Open Reaction Database (ORD), a public repository of structured organic reaction records. The task is: describe an organic reaction: reactants, conditions, products, and yield Starting materials: COC1=C(CNCC2=C3C(=NC=C2)N(C(=C3)C3=CN(C2=CC(=C(C=C32)OC)OC)C)S(=O)(=O)C3=CC=C(C=C3)C)C=CC(=C1)OC ((2,4-dimethoxybenzyl)[2-(5,6-dimethoxy-1-methyl-1H-indol-3-yl)-1-(toluene-4-sulfonyl)-1H-pyrrolo[2,3-b]pyrid-4-ylmethyl]amine), C1(=CC=CC=C1)S(=O)(=O)Cl (benzenesulfonyl chloride). The product is COC1=C(CN(S(=O)(=O)C2=CC=CC=C2)CC2=C3C(=NC=C2)N(C(=C3)C3=CN(C2=CC(=C(C=C32)OC)OC)C)S(=O)(=O)C3=CC=C(C=C3)C)C=CC(=C1)OC (N-(2,4-dimethoxybenzyl)-N-[2-(5,6-dimethoxy-1-methyl-1H-indol-3-yl)-1-(toluene-4-sulfonyl)-1H-pyrrolo[2,3-b]pyrid-4-ylmethyl]benzenesulfonamide). Yield: 12.3%. Reaction SMILES: [CH3:1][O:2][C:3]1[CH:44]=[C:43]([O:45][CH3:46])[CH:42]=[CH:41][C:4]=1[CH2:5][NH:6][CH2:7][C:8]1[CH:13]=[CH:12][N:11]=[C:10]2[N:14]([S:31]([C:34]3[CH:39]=[CH:38][C:37]([CH3:40])=[CH:36][CH:35]=3)(=[O:33])=[O:32])[C:15]([C:17]3[C:25]4[C:20](=[CH:21][C:22]([O:28][CH3:29])=[C:23]([O:26][CH3:27])[CH:24]=4)[N:19]([CH3:30])[CH:18]=3)=[CH:16][C:9]=12.[C:47]1([S:53](Cl)(=[O:55])=[O:54])[CH:52]=[CH:51][CH:50]=[CH:49][CH:48]=1>>[CH3:1][O:2][C:3]1[CH:44]=[C:43]([O:45][CH3:46])[CH:42]=[CH:41][C:4]=1[CH2:5][N:6]([CH2:7][C:8]1[CH:13]=[CH:12][N:11]=[C:10]2[N:14]([S:31]([C:34]3[CH:35]=[CH:36][C:37]([CH3:40])=[CH:38][CH:39]=3)(=[O:33])=[O:32])[C:15]([C:17]3[C:25]4[C:20](=[CH:21][C:22]([O:28][CH3:29])=[C:23]([O:26][CH3:27])[CH:24]=4)[N:19]([CH3:30])[CH:18]=3)=[CH:16][C:9]=12)[S:53]([C:47]1[CH:52]=[CH:51][CH:50]=[CH:49][CH:48]=1)(=[O:55])=[O:54]. Reported procedure: N-(2,4-Dimethoxybenzyl)-N-[2-(5,6-dimethoxy-1-methyl-1H-indol-3-yl)-1-(toluene-4-sulfonyl)-1H-pyrrolo[2,3-b]pyrid-4-ylmethyl]benzenesulfonamide is prepared as described in Example 211b starting with 0.80 g of (2,4-dimethoxybenzyl)[2-(5,6-dimethoxy-1-methyl-1H-indol-3-yl)-1-(toluene-4-sulfonyl)-1H-pyrrolo[2,3-b]pyrid-4-ylmethyl]amine and 0.110 g of benzenesulfonyl chloride instead of the 4-(trifluoromethoxy)benzenesulfonyl chloride used in Example 211b. 0.060 g of N-(2,4-dimethoxybenzyl)-N-[2-(5,... The reactants are CC(=O)C(C)C(=O)C (CH3COCH(CH3)COCH3), C(C)O (ethanol), O (water), FC1=C(C=C(C(=C1)Cl)OS(=O)(=O)C)NN ((2-fluoro-4-chloro-5-methylsulfonyloxyphenyl)hydrazine). Run in C1(=CC=CC=C1)C (toluene). Yields the product FC1=C(C=C(C(=C1)Cl)OS(=O)(=O)C)N1N=C(C(=C1C)C)C (1-(2-fluoro-4-chloro-5-methylsulfonyloxyphenyl)-3,4,5-trimethylpyrazole). RXN SMILES: [F:1][C:2]1[CH:7]=[C:6]([Cl:8])[C:5]([O:9][S:10]([CH3:13])(=[O:12])=[O:11])=[CH:4][C:3]=1[NH:14][NH2:15].[CH3:16][C:17]([CH:19]([C:21]([CH3:23])=O)[CH3:20])=O.C(O)C.O>C1(C)C=CC=CC=1>[F:1][C:2]1[CH:7]=[C:6]([Cl:8])[C:5]([O:9][S:10]([CH3:13])(=[O:11])=[O:12])=[CH:4][C:3]=1[N:14]1[C:21]([CH3:23])=[C:19]([CH3:20])[C:17]([CH3:16])=[N:15]1. Procedure details: A mixture of (2-fluoro-4-chloro-5-methylsulfonyloxyphenyl)hydrazine (25.5 g) of the formula: ##STR53## 3-methylpenta-2,5-dione (CH3COCH(CH3)COCH3) (11.4 g), ethanol (100 ml) and water (100 ml) was heated to reflux for one hour. After the reaction mixture was cooled, toluene was added thereto to form two layers. The toluene layer separated was washed with water and dried over anhydrous sodium sulfate. Removal of the solvent by distillation in vacuo gave the titled compound (29.3 g) as a pale yell... Reactants: Cl (HCl), C(C)(=O)NC1=CC(=C(C=C1)[N+](=O)[O-])Cl (N-acetyl-3-chloro-4-nitroaniline). Run in O (water). Reaction conditions: time 3 hour. The product is ClC=1C=C(N)C=CC1[N+](=O)[O-] (3-chloro-4-nitroaniline). Yield: 86.9%. Reaction SMILES: Cl.C([NH:5][C:6]1[CH:11]=[CH:10][C:9]([N+:12]([O-:14])=[O:13])=[C:8]([Cl:15])[CH:7]=1)(=O)C>O>[Cl:15][C:8]1[CH:7]=[C:6]([CH:11]=[CH:10][C:9]=1[N+:12]([O-:14])=[O:13])[NH2:5]. Procedure: To concentrated HCl (15 mL) at reflux under nitrogen was added N-acetyl-3-chloro-4-nitroaniline (3 g, 0.014 mol). The reaction mixture was stirred for 3 hours. A white precipitate formed upon cooling to room temperature. The reaction mixture was then diluted with water, extracted with ethyl acetate and dried over sodium sulfate. The solvent was then removed under reduced pressure to afford 2.1 g (87%) of the title compound, 3-chloro-4-nitroaniline, as a yellow solid; m.p. 157°-158° C. Reactants: ClC=1C=CC(=C(C1)C1=NNC=C1NC(=O)C=1C=NN2C1N=CC=C2)OC (N-(3-(5-chloro-2-methoxyphenyl)-1H-pyrazol-4-yl)pyrazolo[1,5-a]pyrimidine-3-carboxamide), C1(=CC=C(C=C1)S(=O)(=O)OCCCl)C (2-chloroethyl para-toluenesulfonate), C([O-])([O-])=O.[Cs+].[Cs+] (cesium carbonate). The solvent is CN(C=O)C (N,N-dimethylformamide). Reaction conditions: temperature 50 celsius, time 3 hour. Yields the product ClC=1C=CC(=C(C1)C1=NN(C=C1NC(=O)C=1C=NN2C1N=CC=C2)CCCl)OC (N-(3-(5-Chloro-2-methoxyphenyl)-1-(2-chloroethyl)-1H-pyrazol-4-yl)pyrazolo[1,5-a]pyrimidine-3-carboxamide). Yield: 81.6%. RXN SMILES: [Cl:1][C:2]1[CH:3]=[CH:4][C:5]([O:25][CH3:26])=[C:6]([C:8]2[C:12]([NH:13][C:14]([C:16]3[CH:17]=[N:18][N:19]4[CH:24]=[CH:23][CH:22]=[N:21][C:20]=34)=[O:15])=[CH:11][NH:10][N:9]=2)[CH:7]=1.C1(C)C=CC(S(O[CH2:37][CH2:38][Cl:39])(=O)=O)=CC=1.C(=O)([O-])[O-].[Cs+].[Cs+]>CN(C)C=O>[Cl:1][C:2]1[CH:3]=[CH:4][C:5]([O:25][CH3:26])=[C:6]([C:8]2[C:12]([NH:13][C:14]([C:16]3[CH:17]=[N:18][N:19]4[CH:24]=[CH:23][CH:22]=[N:21][C:20]=34)=[O:15])=[CH:11][N:10]([CH2:37][CH2:38][Cl:39])[N:9]=2)[CH:7]=1 |f:2.3.4|. Procedure: A suspension of N-(3-(5-chloro-2-methoxyphenyl)-1H-pyrazol-4-yl)pyrazolo[1,5-a]pyrimidine-3-carboxamide (1.0 g, 2.7 mmol, 1 equiv), 2-chloroethyl para-toluenesulfonate (745 μL, 4.11 mmol, 1.5 equiv), and cesium carbonate (2.16 g, 6.62 mmol, 2.4 equiv) in N,N-dimethylformamide (10 mL) was heated at 50° C. After 3 h, the reaction mixture was concentrated in vacuo, and the resulting residue was partitioned between ethyl acetate (30 mL) and half-saturated aqueous sodium chloride solution (30 mL). Th... Procedure details: A solution of oxalyl chloride (64.6 μL, 0.74 mmol) in 5 mL of anhydrous CH2Cl2 was cooled to −60° C.; DMSO (105 μL, 1.48 mmol) was added dropwise so as to keep the reaction at the same temperature. After 15 min. the compound of Example 82 (174 mg, 0.49 mmol) dissolved in 1 mL of anhydrous CH2Cl2 was added and after 30 minutes TEA (0.413 mL, 2.96 mL) was added dropwise. Turning off the cooling and heating up to r.t., the reaction mixture was stirred for 3 hours, then it was quenched with H2O, ext... Product: ClC=1C=C(C=CC1)C#CC1=NOC2(C1)CC(C1=CC=CC=C12)=O (3′-[(3-Chlorophenyl)ethynyl]-4′H-spiro[indene-1,5′-isoxazol]-3(2H)-one). Conditions: time 3 hour. RXN SMILES: C(Cl)(=O)C(Cl)=O.CS(C)=O.[Cl:11][C:12]1[CH:13]=[C:14]([C:18]#[C:19][C:20]2[CH2:24][C:23]3([C:32]4[C:27](=[CH:28][CH:29]=[CH:30][CH:31]=4)[CH:26]([OH:33])[CH2:25]3)[O:22][N:21]=2)[CH:15]=[CH:16][CH:17]=1>C(Cl)Cl>[Cl:11][C:12]1[CH:13]=[C:14]([C:18]#[C:19][C:20]2[CH2:24][C:23]3([C:32]4[C:27](=[CH:28][CH:29]=[CH:30][CH:31]=4)[C:26](=[O:33])[CH2:25]3)[O:22][N:21]=2)[CH:15]=[CH:16][CH:17]=1. Solvent: C(Cl)Cl (CH2Cl2), C(Cl)Cl (CH2Cl2). The reactants are ClC=1C=C(C=CC1)C#CC1=NOC2(C1)CC(C1=CC=CC=C12)O (3′-[(3-Chlorophenyl)ethynyl]-2,3-dihydro-4′H-spiro[indene-1,5′-isoxazol]-3-ol), TEA, C(C(=O)Cl)(=O)Cl (oxalyl chloride), CS(=O)C (DMSO). The yield is 50.0%.